Dataset: the Open Reaction Database (ORD), a public repository of structured organic reaction records. Task: describe an organic reaction: reactants, conditions, products, and yield The reactants are NC(=CC(=O)OC(C)(C)C)C (t-butyl 3-amino-2-butenoate), ClC1=C(C=O)C(=CC=C1)Cl (2,6-dichlorobenzaldehyde), COC(=O)CC(=O)CC(=O)OC (dimethyl acetonedicarboxylate). Solvent: CO (methanol). The product is C(C)(C)(C)OC(=O)C=1C(C(=C(NC1C)CC(=O)OC)C(=O)OC)C1=C(C=CC=C1Cl)Cl (5-t-Butoxycarbonyl-4-(2,6-dichlorophenyl)-3-methoxycarbonyl-2-methoxycarbonylmethyl-6-methyl-1,4-dihydropyridine). The yield is 10.1%. Reaction SMILES: [NH2:1][C:2]([CH3:11])=[CH:3][C:4]([O:6][C:7]([CH3:10])([CH3:9])[CH3:8])=[O:5].[Cl:12][C:13]1[CH:20]=[CH:19][CH:18]=[C:17]([Cl:21])[C:14]=1[CH:15]=O.[CH3:22][O:23][C:24]([CH2:26][C:27]([CH2:29][C:30]([O:32][CH3:33])=[O:31])=O)=[O:25]>CO>[C:7]([O:6][C:4]([C:3]1[CH:15]([C:14]2[C:13]([Cl:12])=[CH:20][CH:19]=[CH:18][C:17]=2[Cl:21])[C:29]([C:30]([O:32][CH3:33])=[O:31])=[C:27]([CH2:26][C:24]([O:23][CH3:22])=[O:25])[NH:1][C:2]=1[CH3:11])=[O:5])([CH3:10])([CH3:9])[CH3:8]. Reported procedure: A mixture of t-butyl 3-amino-2-butenoate (3.911 g, 24.8 mmol), 2,6-dichlorobenzaldehyde (4.354 g, 24.8 mmol), and dimethyl acetonedicarboxylate (3.657 ml, 24.8 mmol) in methanol (50 ml) was refluxed for 45 h. The solvent was evaporated and the residue was chromatographed on 800 g silica gel (dichloromethane/ethyl acetate: 23/2 as eluent) to give 1.18 g of product. On silica GF plates, the product was blue fluorescent at Rf=0.3. The reactants are [H-].[Na+] (sodium hydride), CCCC1=C(C=CC(=C1O)C(=O)C)O (2,4-dihydroxy-3-propylacetophenone), [N+](=O)([O-])C1=CC=C(C=C1)OCCCCl (4-nitro-1-(3-chloropropoxy)benzene), [I-].[Na+] (sodium iodide). The solvent is CN(C=O)C (dimethylformamide), CN(C=O)C (dimethylformamide). Run at temperature 100 celsius. Yields the product OC1=C(C=CC(=C1CCC)OCCCOC1=CC=C(C=C1)[N+](=O)[O-])C(C)=O (1-{2-Hydroxy-3-propyl-4-[3-(4-nitrophenoxy)propoxy]phenyl}ethanone). RXN SMILES: [H-].[Na+].[CH3:3][CH2:4][CH2:5][C:6]1[C:11]([OH:12])=[C:10]([C:13]([CH3:15])=[O:14])[CH:9]=[CH:8][C:7]=1[OH:16].[N+:17]([C:20]1[CH:25]=[CH:24][C:23]([O:26][CH2:27][CH2:28][CH2:29]Cl)=[CH:22][CH:21]=1)([O-:19])=[O:18].[I-].[Na+]>CN(C)C=O>[OH:12][C:11]1[C:6]([CH2:5][CH2:4][CH3:3])=[C:7]([O:16][CH2:29][CH2:28][CH2:27][O:26][C:23]2[CH:24]=[CH:25][C:20]([N+:17]([O-:19])=[O:18])=[CH:21][CH:22]=2)[CH:8]=[CH:9][C:10]=1[C:13](=[O:14])[CH3:15] |f:0.1,4.5|. Reported procedure: To sodium hydride (6.1 g, 50% dispersion) in dry dimethylformamide (200 ml) was added 2,4-dihydroxy-3-propylacetophenone (24.6 g) in dimethylformamide (20 ml), dropwise with stirring under nitrogen. The resulting solution was heated to 100° C. and 4-nitro-1-(3-chloropropoxy)benzene (27.3 g) and sodium iodide (19.0 g) were added rapidly. The reaction mixture was left to stir over night at 100° C., cooled and evaporated under reduced pressure to a brown oil. The oil was taken up in water, extracte... Starting materials: FC=1C=C(C=CC1I)N1C(O[C@H](C1)CN1N=NC=C1)=O ((5R)-3-(3-fluoro-4-iodophenyl)-5-(1H-1,2,3-triazol-1-ylmethyl)-1,3-oxazolidin-2-one), FC=1C=C(C=CC1I)N1C(O[C@H](C1)CN1N=NC=C1)=O ((5R)-3-(3-fluoro-4-iodophenyl)-5-(1H-1,2,3-triazol-1-ylmethyl)-1,3-oxazolidin-2-one), C(CCC)[Sn](C1=CC(=NO1)C)(CCCC)CCCC (5-(tributylstannyl)-3-methylisoxazole). Reagents/catalysts: C1=CC=C(C=C1)P(C2=CC=CC=C2)C3=CC=CC=C3.C1=CC=C(C=C1)P(C2=CC=CC=C2)C3=CC=CC=C3.Cl[Pd]Cl (Bis(triphenylphospine)palladium (II) chloride). Solvent: O1CCOCC1 (1,4-dioxane), O1CCOCC1 (1,4-dioxane). Reaction conditions: temperature 100 celsius, time 16 hour. Product: FC=1C=C(C=CC1C1=CC(=NO1)C)N1C(O[C@H](C1)CN1N=NC=C1)=O ((5R)-3-[3-Fluoro-4-(3-methylisoxazol-5-yl)phenyl]-5-(1H-1,2,3-triazol-1-ylmethyl)-1,3-oxazolidin-2-one). The yield is 49.7%. RXN SMILES: [F:1][C:2]1[CH:3]=[C:4]([N:9]2[CH2:13][C@H:12]([CH2:14][N:15]3[CH:19]=[CH:18][N:17]=[N:16]3)[O:11][C:10]2=[O:20])[CH:5]=[CH:6][C:7]=1I.C([Sn](CCCC)(CCCC)[C:26]1[O:30][N:29]=[C:28]([CH3:31])[CH:27]=1)CCC>O1CCOCC1.C1C=CC(P(C2C=CC=CC=2)C2C=CC=CC=2)=CC=1.C1C=CC(P(C2C=CC=CC=2)C2C=CC=CC=2)=CC=1.Cl[Pd]Cl>[F:1][C:2]1[CH:3]=[C:4]([N:9]2[CH2:13][C@H:12]([CH2:14][N:15]3[CH:19]=[CH:18][N:17]=[N:16]3)[O:11][C:10]2=[O:20])[CH:5]=[CH:6][C:7]=1[C:26]1[O:30][N:29]=[C:28]([CH3:31])[CH:27]=1 |f:3.4.5|. Reported procedure: A suspension of (5R)-3-(3-fluoro-4-iodophenyl)-5-(1H-1,2,3-triazol-1-ylmethyl)-1,3-oxazolidin-2-one (Intermediate 6, 582 mg, 1.50 mmol) in 1,4-dioxane (14 ml) was placed under argon. Bis(triphenylphospine)palladium (II) chloride (42 mg, 0.060 mmol) was added, followed by the dropwise addition of 5-(tributylstannyl)-3-methylisoxazole (Sakamoto, T. et al; Tetrahedron, 1991, 47, 5111–5118; 0.84 g, 2.25 mmol) in 1,4-dioxane (1 ml). The mixture was heated at 100° C. After approximately 16 hours, the ... The reactants are CCOCC (ether), [N+](=[N-])=C (diazomethane), CCOCC (ether), C(C)(=O)O (Acetic acid), C1=CC=CC=C1 (benzene), C(C)(=O)OCC (ethyl acetate). The product is CON=C(C(=O)OC)C1=CC(=CC=C1)O (methyl 2-methoxyimino-2-(3-hydroxyphenyl)acetate). RXN SMILES: [N+:1](=[CH2:3])=[N-].[C:4](O)(=[O:6])C.[CH:8]1[CH:13]=[CH:12][CH:11]=[CH:10][CH:9]=1.[C:14]([O:17][CH2:18]C)(=[O:16])C.CC[O:22]CC>>[CH3:4][O:6][N:1]=[C:3]([C:8]1[CH:13]=[CH:12][CH:11]=[C:10]([OH:22])[CH:9]=1)[C:14]([O:17][CH3:18])=[O:16]. Procedure: This material was dissolved in ether (60 ml.) and a solution of diazomethane in ether was gradually added thereto under ice-cooling until the color of the mixture was changed to yellow. Acetic acid was immediately added thereto and the mixture was washed with a sodium bicarbonate aqueous solution and a saturated sodium chloride aqueous solution and dried over magnesium sulfate. Ether was distilled off to give oily residue (10.8 g.). The oily residue was subjected to column chromatography on sili... Starting materials: C=1(C(=CC=CC1)C)C (xylene), NC=1C(=CC(=C(C1)N1N=C(N(C1=O)C(F)F)C)Cl)Cl (1-(5-amino-2,4-dichlorophenyl)-4,5-dihydro-4-difluoromethyl-3-methyl-1,2,4-triazol-5(1H)-one), C([O-])([O-])=O.[Na+].[Na+] (sodium carbonate), Cl (hydrochloric acid), O (water), CS(=O)(=O)Cl (methanesulfonyl chloride), C([O-])([O-])=O.[K+].[K+] (potassium carbonate). The reagents and catalysts are [Cl-].C(CC)[N+](CCC)(CCC)CCC (tetra-n-propylammonium chloride). Reaction conditions: time 45 minute. The product is ClC1=C(C=C(C(=C1)Cl)N1N=C(N(C1=O)C(F)F)C)NS(=O)(=O)C (N-[2,4-dichloro-5-[4-(difluoromethyl)-4,5-dihydro-3-methyl-5-oxo-1H-1,2,4-triazol-1-yl] phenyl]methanesulfonamide). Reaction SMILES: [NH2:1][C:2]1[C:3]([Cl:19])=[CH:4][C:5]([Cl:18])=[C:6]([N:8]2[C:12](=[O:13])[N:11]([CH:14]([F:16])[F:15])[C:10]([CH3:17])=[N:9]2)[CH:7]=1.O.C1(C)C(C)=CC=CC=1.C(=O)([O-])[O-].[Na+].[Na+].[CH3:35][S:36](Cl)(=[O:38])=[O:37].C(=O)([O-])[O-].[K+].[K+].Cl>[Cl-].C([N+](CCC)(CCC)CCC)CC>[Cl:19][C:3]1[CH:4]=[C:5]([Cl:18])[C:6]([N:8]2[C:12](=[O:13])[N:11]([CH:14]([F:15])[F:16])[C:10]([CH3:17])=[N:9]2)=[CH:7][C:2]=1[NH:1][S:36]([CH3:35])(=[O:38])=[O:37] |f:3.4.5,7.8.9,11.12|. Procedure: The solid 1-(5-amino-2,4-dichlorophenyl)-4,5-dihydro-4-difluoromethyl-3-methyl-1,2,4-triazol-5(1H)-one (1.0 equiv.) was suspended in 20 equivalent of water and the reaction mixture chilled to 10 C. Vigorous stirring was commenced and 0.05 equiv of tetra-n-propylammonium chloride in 0.05 equiv of xylene was added. Using a pH meter, the of the suspension was brought to 7.8 by adding adequate quantity of 1 molar sodium carbonate aqueous solution. Simultaneous addition of 1.2 equiv methanesulfonyl c... Starting materials: Cl.N[C@@H](CCCCN)C(=O)O (L-lysine monohydrochloride), N1N=NC2=C1C=CC=C2 (benzotriazole), C(OC(C)(C)C)(OC1=CC=CC=C1)=O (t-butyl phenyl carbonate). Run in O (water), C1CCOC1 (THF). Run at temperature 60 celsius, time 18 hour. The product is N[C@@H](CCCCNC(=O)OC(C)(C)C)C(=O)O (H-Lys(Boc)-OH). As a reaction SMILES: Cl.[NH2:2][C@H:3]([C:9]([OH:11])=[O:10])[CH2:4][CH2:5][CH2:6][CH2:7][NH2:8].N1C2C=CC=CC=2N=N1.[C:21](=O)([O:27]C1C=CC=CC=1)[O:22][C:23]([CH3:26])([CH3:25])[CH3:24]>O.C1COCC1>[NH2:2][C@H:3]([C:9]([OH:11])=[O:10])[CH2:4][CH2:5][CH2:6][CH2:7][NH:8][C:21]([O:22][C:23]([CH3:26])([CH3:25])[CH3:24])=[O:27] |f:0.1|. Procedure: A solution of L-lysine monohydrochloride (20.0 g, 109.5 mmol) and benzotriazole (14.3 g, 120.0 mmol) in a mixture of water (66.6 mL) and THF (111.0 mL) at pH 12 was treated with t-butyl phenyl carbonate (24.3 mL, 131.4 mmol) and stirred 18 hours at 60° C. The mixture, initially 2 layers, became a clear orange solution and the product was approximately 75% (NMR). Starting materials: CO, COC1=CN=C(C(=O)O)CC1=O, Cl. Yields the product COC(=O)C1=NC=C(OC)C(=O)C1. As a reaction SMILES: [CH3:14][OH:15].[CH3:2][O:3][C:4]1=[CH:9][N:8]=[C:7]([C:10](=[O:11])[OH:12])[CH2:6][C:5]1=[O:13].[ClH:1]>>[CH3:2][O:3][C:4]1=[CH:9][N:8]=[C:7]([C:10](=[O:11])[O:12][CH3:14])[CH2:6][C:5]1=[O:13]. The reactants are [Cl-], [Cl-], [Cl-], Cc1cc(Cl)c(Cl)cc1[N+](=O)[O-], [Na+], [OH-], [Ti+3]. The product is Cc1cc(Cl)c(Cl)cc1N. RXN SMILES: [Cl-:15].[Cl-:16].[Cl-:17].[Cl:1][c:2]1[cH:3][c:4]([CH3:12])[c:5]([N+:9]([O-:10])=[O:11])[cH:6][c:7]1[Cl:8].[Na+:14].[OH-:13].[Ti+3:18]>>[Cl:1][c:2]1[cH:3][c:4]([CH3:12])[c:5]([NH2:9])[cH:6][c:7]1[Cl:8]. Reactants: P(=O)(O)(O)[O-] (dihydrogen phosphate), C(C)(=O)[O-].[NH4+] (ammonium acetate), C(C1=CC=CC=C1)OC(=O)N([C@@H](CC1=CC=C(C=C1)OCC1=CC=CC=C1)C(=O)N([C@H](C)C(=O)NCCCC1=CC=CC=C1)C)C ((N-benzyloxycarbonyl-N-methyl-O-benzyl-L-tyrosyl)-N2 -methyl-N-(3-phenylpropyl)-D-alaninamide), Br (hydrogen bromide). Reagents/catalysts: [Pd] (palladium on carbon). The solvent is CO.O (methanol water), CCOCC (Ether), C(C)(=O)O (acetic acid), CO (methanol), CO.O (methanol water), C(C)(=O)O (acetic acid). Reaction conditions: time 1 hour. Product: P(=O)(O)(O)O.CN[C@@H](CC1=CC=C(C=C1)O)C(=O)N([C@H](C)C(=O)NCCCC1=CC=CC=C1)C (N-methyl-L-tyrosyl-N2 -methyl-N-(3-phenylpropyl)-D-alaninamide phosphate), dihydrate. As a reaction SMILES: C(O[C:9]([N:11](C)[C@H:12]([C:28]([N:30]([CH3:45])[C@@H:31]([C:33]([NH:35][CH2:36][CH2:37][CH2:38][C:39]1[CH:44]=[CH:43][CH:42]=[CH:41][CH:40]=1)=[O:34])[CH3:32])=[O:29])[CH2:13][C:14]1[CH:19]=[CH:18][C:17]([O:20]CC2C=CC=CC=2)=[CH:16][CH:15]=1)=O)C1C=CC=CC=1.Br.C([O-])(=O)C.[NH4+].[P:53]([O-:57])([OH:56])([OH:55])=[O:54]>[Pd].C(O)(=O)C.CO.O.CO.CCOCC>[P:53]([OH:57])([OH:56])([OH:55])=[O:54].[CH3:9][NH:11][C@H:12]([C:28]([N:30]([CH3:45])[C@@H:31]([C:33]([NH:35][CH2:36][CH2:37][CH2:38][C:39]1[CH:44]=[CH:43][CH:42]=[CH:41][CH:40]=1)=[O:34])[CH3:32])=[O:29])[CH2:13][C:14]1[CH:15]=[CH:16][C:17]([OH:20])=[CH:18][CH:19]=1 |f:2.3,7.8,11.12|. Reported procedure: After an unsuccessful attempt to effect deprotection by catalytic hydrogenation under pressure (25 p.s.i.g.) with palladium on carbon as catalyst and acetic acid as solvent, a solution of (N-benzyloxycarbonyl-N-methyl-O-benzyl-L-tyrosyl)-N2 -methyl-N-(3-phenylpropyl)-D-alaninamide (1.7 g.) and hydrogen bromide in acetic acid (32%, 20 ml.) was allowed to stand at room temperature for one hour, then partially stripped of volatiles. Ether (100 ml.) was added to the residue, which was triturated thr...